This data is from the Open Reaction Database (ORD), a public repository of structured organic reaction records. The task is: describe an organic reaction: reactants, conditions, products, and yield Reactants: BrC1=C(C=2C(=NC(=CC2NS(=O)(=O)C2=CC(=CC=C2)Cl)C)S1)C (N-(2-bromo-3,6-dimethylthieno[2,3-b]pyridin-4-yl)-3-chlorobenzenesulfonamide), N1N=C(C=C1)B(O)O (1H-pyrazol-3-ylboronic acid), C([O-])([O-])=O.[K+].[K+] (potassium carbonate). The reagents and catalysts are Cl[Pd]([P](C1=CC=CC=C1)(C2=CC=CC=C2)C3=CC=CC=C3)([P](C4=CC=CC=C4)(C5=CC=CC=C5)C6=CC=CC=C6)Cl (bis(triphenylphosphine)palladium(II) chloride). The solvent is O1CCOCC1 (1,4-dioxane), O (water). Run at temperature 100 celsius. The product is ClC=1C=C(C=CC1)S(=O)(=O)NC1=C2C(=NC(=C1)C)SC(=C2C)C2=NNC=C2 (3-Chloro-N-[3,6-dimethyl-2-(1H-pyrazol-3-yl)thieno[2,3-b]pyridin-4-yl]benzenesulfonamide). The yield is 10.4%. As a reaction SMILES: Br[C:2]1[S:22][C:5]2=[N:6][C:7]([CH3:21])=[CH:8][C:9]([NH:10][S:11]([C:14]3[CH:19]=[CH:18][CH:17]=[C:16]([Cl:20])[CH:15]=3)(=[O:13])=[O:12])=[C:4]2[C:3]=1[CH3:23].[NH:24]1[CH:28]=[CH:27][C:26](B(O)O)=[N:25]1.C(=O)([O-])[O-].[K+].[K+]>O1CCOCC1.O.Cl[Pd](Cl)([P](C1C=CC=CC=1)(C1C=CC=CC=1)C1C=CC=CC=1)[P](C1C=CC=CC=1)(C1C=CC=CC=1)C1C=CC=CC=1>[Cl:20][C:16]1[CH:15]=[C:14]([S:11]([NH:10][C:9]2[CH:8]=[C:7]([CH3:21])[N:6]=[C:5]3[S:22][C:2]([C:28]4[CH:27]=[CH:26][NH:25][N:24]=4)=[C:3]([CH3:23])[C:4]=23)(=[O:13])=[O:12])[CH:19]=[CH:18][CH:17]=1 |f:2.3.4,^1:47,66|. Reported procedure: To a solution of N-(2-bromo-3,6-dimethylthieno[2,3-b]pyridin-4-yl)-3-chlorobenzenesulfonamide (Example 77) (80 mg, 0.185 mmol), 1H-pyrazol-3-ylboronic acid (20.73 mg, 0.185 mmol) and bis(triphenylphosphine)palladium(II) chloride (13.01 mg, 0.019 mmol) in 1,4-dioxane (2 mL) and water (1 mL) was added potassium carbonate (90 mg, 0.649 mmol) and the mixture heated to 100° C. using a microwave reactor for 30 min. The mixture was then evaporated to dryness and purified by MDAP (acidic conditions), fo...